Dataset: the Open Reaction Database (ORD), a public repository of structured organic reaction records. Task: describe an organic reaction: reactants, conditions, products, and yield The reactants are BrCCCC(=O)OCC (ethyl 4-bromobutanoate), CC1=C(C=CC=C1)O (2-methylphenol), BrCCCC(=O)OCC (ethyl 4-bromobutanoate), C([O-])([O-])=O.[K+].[K+] (potassium carbonate), Cl (hydrochloric acid), aqueous solution, [OH-].[Na+] (NaOH). The solvent is CC(CC)=O (2-butanone), C(C)(=O)OCC (ethyl acetate), O (Water), O (water). Conditions: time 25 hour. Yields the product CC1=C(COCCCC(=O)O)C=CC=C1 (4-(2-methylbenzyloxy)butyric acid). The yield is 71.0%. Reaction SMILES: [CH3:1][C:2]1[CH:7]=[CH:6][CH:5]=[CH:4][C:3]=1O.BrC[CH2:11][CH2:12][C:13]([O:15][CH2:16]C)=O.[C:18](=[O:21])([O-])[O-:19].[K+].[K+].[OH-].[Na+].Cl>CC(=O)CC.O.C(OCC)(=O)C>[CH3:1][C:2]1[CH:7]=[CH:6][CH:5]=[CH:4][C:3]=1[CH2:16][O:15][CH2:13][CH2:12][CH2:11][C:18]([OH:19])=[O:21] |f:2.3.4,5.6|. Procedure: A suspension of 2-methylphenol (16.22 g, 0.15 mol), ethyl 4-bromobutanoate (33.80 g, 0.165 mol), and potassium carbonate (24.88 g, 0.18 mol) in 500 mL of 2-butanone was heated at reflux under nitrogen for 5 hours An additional 3 g of ethyl 4-bromobutanoate was added, and the reflux was continued for an additional 25 h. The reaction was allowed to cool to room temperature. Water and ethyl acetate were added. The organic product was extracted into the organic layer. The organic layer was separated... Starting materials: COC(C(C(=O)OC)OC1=C(C=CC(=C1)OC)Cl)=O (2-(2-chloro-5-methoxy-phenoxy)-malonic acid dimethyl ester), Cl.C(=N)N (formamidine hydrochloride). Product: ClC1=C(OC=2C(=NC=NC2O)O)C=C(C=C1)OC (5-(2-Chloro-5-methoxy-phenoxy)-pyrimidine-4,6-diol). As a reaction SMILES: C[O:2][C:3](=O)[CH:4]([O:9][C:10]1[CH:15]=[C:14]([O:16][CH3:17])[CH:13]=[CH:12][C:11]=1[Cl:18])[C:5](OC)=[O:6].Cl.[CH:21]([NH2:23])=[NH:22]>>[Cl:18][C:11]1[CH:12]=[CH:13][C:14]([O:16][CH3:17])=[CH:15][C:10]=1[O:9][C:4]1[C:5]([OH:6])=[N:22][CH:21]=[N:23][C:3]=1[OH:2] |f:1.2|. Procedure details: 5-(2-Chloro-5-methoxy-phenoxy)-pyrimidine-4,6-diol was prepared from 2-(2-chloro-5-methoxy-phenoxy)-malonic acid dimethyl ester and formamidine hydrochloride according to the procedure described in Referential Example 1c. The reactants are [Al+3], CCOC(=O)CC(C[N+](=O)[O-])C1CCCN1C(=O)OC(C)(C)C, [H-], [H-], [H-], [H-], [Li+]. Yields the product CC(C)(C)OC(=O)N1CCCC1C(CCO)C[N+](=O)[O-]. As a reaction SMILES: [Al+3:25].[C:1](=[O:2])([O:3][C:4]([CH3:5])([CH3:6])[CH3:7])[N:8]1[CH:9]([CH:13]([CH2:14][C:15](=[O:16])[O:17][CH2:18][CH3:19])[CH2:20][N+:21](=[O:22])[O-:23])[CH2:10][CH2:11][CH2:12]1.[H-:24].[H-:27].[H-:28].[H-:29].[Li+:26]>>[C:1](=[O:2])([O:3][C:4]([CH3:5])([CH3:6])[CH3:7])[N:8]1[CH:9]([CH:13]([CH2:14][CH2:15][OH:16])[CH2:20][N+:21](=[O:22])[O-:23])[CH2:10][CH2:11][CH2:12]1. Starting materials: FC1=CC=C(C=C1)C=1N=C(OC1C1=CC=C(C=C1)S(=O)(=O)C)COC1=CC(=CC=C1)C1(CCOCC1)OC (4-(4-fluorophenyl)-5-(4-(methylsulfonyl)phenyl)-2-[[3-(3,4,5,6-tetrahydro-4-methoxy-2H-pyran-4-yl)phenoxy)methyl]oxazole), FC=1C=C(C=C(C1)O)C1(CCOCC1)OC (4-(3-fluoro-5-hydroxyphenyl)-4-methoxy-3,4,5,6-tetrahydro-2H-pyran). The product is FC1=CC=C(C=C1)C=1N=C(OC1C1=CC=C(C=C1)S(=O)(=O)C)COC1=CC(=CC(=C1)C1(CCOCC1)OC)F (4-(4-Fluorophenyl)-2-[[3-fluoro-5-(3,4,5,6-tetrahydro-4-methoxy-2H-pyran-4-yl)phenoxy)methyl]-5-(4-(methylsulfonyl)phenyl)oxazole). As a reaction SMILES: [F:1][C:2]1[CH:7]=[CH:6][C:5]([C:8]2[N:9]=[C:10]([CH2:23][O:24][C:25]3[CH:30]=[CH:29][CH:28]=[C:27]([C:31]4([O:37][CH3:38])[CH2:36][CH2:35][O:34][CH2:33][CH2:32]4)[CH:26]=3)[O:11][C:12]=2[C:13]2[CH:18]=[CH:17][C:16]([S:19]([CH3:22])(=[O:21])=[O:20])=[CH:15][CH:14]=2)=[CH:4][CH:3]=1.[F:39]C1C=C(C2(OC)CCOCC2)C=C(O)C=1>>[F:1][C:2]1[CH:3]=[CH:4][C:5]([C:8]2[N:9]=[C:10]([CH2:23][O:24][C:25]3[CH:26]=[C:27]([C:31]4([O:37][CH3:38])[CH2:36][CH2:35][O:34][CH2:33][CH2:32]4)[CH:28]=[C:29]([F:39])[CH:30]=3)[O:11][C:12]=2[C:13]2[CH:14]=[CH:15][C:16]([S:19]([CH3:22])(=[O:20])=[O:21])=[CH:17][CH:18]=2)=[CH:6][CH:7]=1. Reported procedure: 4-(4-Fluorophenyl)-2-[[3-fluoro-5-(3,4,5,6-tetrahydro-4-methoxy-2H-pyran-4-yl)phenoxy)methyl]-5-(4-(methylsulfonyl)phenyl)oxazole was prepared in a similar fashion from the reaction of the mesylate (Example 2, Step 4) and 4-(3-fluoro-5-hydroxyphenyl)-4-methoxy-3,4,5,6-tetrahydro-2H-pyran: 1H-NMR (CDCl3, 300 MHz) δ 1.84-2.02 (m, 4H), 2.98 (s, 3H), 3.08 (s, 3H), 3.81 (m, 4H), 5.23 (s, 2H), 6.76 (m, 2H), 6.92 (s, 1H), 7.13 (m, 2H), 7.60 (m, 2H), 7.79 (d, 2H, J=8.5 Hz) and 7.93 (d, 2H, J=8.5 Hz). 19... Reactants: NC(C(=O)N(C)C)CC=1SC2=C(N1)C=CC=C2 (2-amino-3-(benzo[d]thiazol-2-yl)-N,N-dimethylpropanamide), NC1=NC2=CC(=CC=C2C(=N1)N1CCN(CC1)C)C(=O)O (2-amino-4-(4-methylpiperazin-1-yl)quinazoline-7-carboxylic acid), N,N,N′,N′-tetramethyl-o-(7-azabenzotriazol-1-yl)uronium hexafluorophosphate, C(C)(C)N(C(C)C)CC (N,N-diisopropylethylamine). Run in CN(C=O)C (N,N-dimethylformamide). Product: NC1=NC2=CC(=CC=C2C(=N1)N1CCN(CC1)C)C(=O)NC(C(=O)N(C)C)CC=1SC2=C(N1)C=CC=C2 (2-amino-N-[1-(1,3-benzothiazol-2-ylmethyl)-2-(dimethylamino)-2-oxoethyl]-4-(4-methylpiperazin-1-yl)quinazoline-7-carboxamide). The yield is 49.9%. Reaction SMILES: [NH2:1][CH:2]([CH2:8][C:9]1[S:10][C:11]2[CH:17]=[CH:16][CH:15]=[CH:14][C:12]=2[N:13]=1)[C:3]([N:5]([CH3:7])[CH3:6])=[O:4].[NH2:18][C:19]1[N:28]=[C:27]([N:29]2[CH2:34][CH2:33][N:32]([CH3:35])[CH2:31][CH2:30]2)[C:26]2[C:21](=[CH:22][C:23]([C:36](O)=[O:37])=[CH:24][CH:25]=2)[N:20]=1.C(N(CC)C(C)C)(C)C>CN(C)C=O>[NH2:18][C:19]1[N:28]=[C:27]([N:29]2[CH2:30][CH2:31][N:32]([CH3:35])[CH2:33][CH2:34]2)[C:26]2[C:21](=[CH:22][C:23]([C:36]([NH:1][CH:2]([CH2:8][C:9]3[S:10][C:11]4[CH:17]=[CH:16][CH:15]=[CH:14][C:12]=4[N:13]=3)[C:3]([N:5]([CH3:6])[CH3:7])=[O:4])=[O:37])=[CH:24][CH:25]=2)[N:20]=1. Procedure details: A solution of 2-amino-3-(benzo[d]thiazol-2-yl)-N,N-dimethylpropanamide (12.1 mg, 52.2 μmol), 2-amino-4-(4-methylpiperazin-1-yl)quinazoline-7-carboxylic acid (10 mg, 34.8 μmol) from Example 21 Step 4, N,N,N′,N′-tetramethyl-o-(7-azabenzotriazol-1-yl)uronium hexafluorophosphate (21.2 mg, 55.7 μmol), N,N-dimethylformamide (2 mL) and N,N-diisopropylethylamine (12.1 μl, 69.6 μmol) was stirred at 25° C. for 60 min The reaction was purified by prep RP-HPLC (pH=10) to afford the desired compound (0.009 g...